This data is from the Open Reaction Database (ORD), a public repository of structured organic reaction records. The task is: describe an organic reaction: reactants, conditions, products, and yield Starting materials: 54, C1(=CC=CC=C1)COC(=O)Cl ((phenylmethyl)carbonochloridate), N1CCC(CC1)CCC(=O)OCC (ethyl 4-piperidinepropanoate), C([O-])([O-])=O.[Na+].[Na+] (sodium carbonate), ClC(Cl)Cl (trichloromethane). Run in O (Water). Conditions: time 8 hour. Product: 71, C1(=CC=CC=C1)COC(=O)N1CCC(CC1)CCC(=O)OCC (ethyl 1-(phenylmethoxycarbonyl)-4-piperidinepropanoate). Yield: 74.0%. RXN SMILES: [C:1]1([CH2:7][O:8][C:9](Cl)=[O:10])[CH:6]=[CH:5][CH:4]=[CH:3][CH:2]=1.[NH:12]1[CH2:17][CH2:16][CH:15]([CH2:18][CH2:19][C:20]([O:22][CH2:23][CH3:24])=[O:21])[CH2:14][CH2:13]1.C(=O)([O-])[O-].[Na+].[Na+].ClC(Cl)Cl>O>[C:1]1([CH2:7][O:8][C:9]([N:12]2[CH2:17][CH2:16][CH:15]([CH2:18][CH2:19][C:20]([O:22][CH2:23][CH3:24])=[O:21])[CH2:14][CH2:13]2)=[O:10])[CH:6]=[CH:5][CH:4]=[CH:3][CH:2]=1 |f:2.3.4|. Reported procedure: A mixture of 54 parts of (phenylmethyl)carbonochloridate, 60 parts of ethyl 4-piperidinepropanoate, 31.8 parts of sodium carbonate and 600 parts of trichloromethane was stirred overnight at room temperature. Water was added and the layers were separated. The organic layer was dried, filtered and evaporated. The residue was purified by filtration over silica gel using a mixture of trichloromethane and methanol (99:1 by volume) as eluent. The pure fractions were collected and the eluent was evapor... The reactants are CSC1=NC2=C(CC[C@H]1NC(OCC1=CC=CC=C1)=O)C=CC=C2 (benzyl N-[(3R)-2-methylsulfanyl-4,5-dihydro-3H-1-benzazepin-3-yl]carbamate), C(C#C)N (propargylamine), O.C1(=CC=C(C=C1)S(=O)(=O)O)C (p-toluenesulfonic acid monohydrate), C1(=CC=CC=C1)OC1=CC=CC=C1.C1(=CC=CC=C1)C1=CC=CC=C1 (phenyl ether biphenyl), Cl (HCl). Solvent: CCOCC (ether). Product: CC1=CN=C2N1C1=C(CCC2NC(OCC2=CC=CC=C2)=O)C=CC=C1 (Benzyl N-(1-methyl-5,6-dihydro-4H-imidazo[1,2-a][1]benzazepin-4-yl)carbamate). Yield: 70.1%. As a reaction SMILES: CS[C:3]1[C@H:9]([NH:10][C:11](=[O:20])[O:12][CH2:13][C:14]2[CH:19]=[CH:18][CH:17]=[CH:16][CH:15]=2)[CH2:8][CH2:7][C:6]2[CH:21]=[CH:22][CH:23]=[CH:24][C:5]=2[N:4]=1.[CH2:25]([NH2:28])[C:26]#[CH:27].O.C1(C)C=CC(S(O)(=O)=O)=CC=1.C1(OC2C=CC=CC=2)C=CC=CC=1.C1(C2C=CC=CC=2)C=CC=CC=1.Cl>CCOCC>[CH3:27][C:26]1[N:4]2[C:5]3[CH:24]=[CH:23][CH:22]=[CH:21][C:6]=3[CH2:7][CH2:8][CH:9]([NH:10][C:11](=[O:20])[O:12][CH2:13][C:14]3[CH:19]=[CH:18][CH:17]=[CH:16][CH:15]=3)[C:3]2=[N:28][CH:25]=1 |f:2.3,4.5|. Procedure: Combine benzyl N-[(3R)-2-methylsulfanyl-4,5-dihydro-3H-1-benzazepin-3-yl]carbamate (500 mg, 1.47 mmol), propargylamine (197.28 μL, 2.94 mmol), and p-toluenesulfonic acid monohydrate (30 mg, 157.71 μmoles) in phenyl ether-biphenyl mixture (2 mL, 6.53 mmol) (Dowtherm A) and stir the mixture for approximately 45 minutes at 180° C. Cool the reaction, and add ether (20 mL), then 2M HCl (20 mL). Stir for a few minutes, remove the aqueous layer, and extract the organic layer with 2N HCl (2×). Combine t... Reaction SMILES: [O:1]1[CH2:6][CH2:5][CH2:4][CH2:3][CH:2]1[O:7][CH2:8][CH2:9][CH2:10][CH2:11][CH2:12][CH2:13][CH2:14][CH2:15][C:16]#[C:17][Mg]Br.[CH:20](=[O:24])[CH2:21][CH2:22][CH3:23]>>[O:1]1[CH2:6][CH2:5][CH2:4][CH2:3][CH:2]1[O:7][CH2:8][CH2:9][CH2:10][CH2:11][CH2:12][CH2:13][CH2:14][CH2:15][C:16]#[C:17][CH:20]([OH:24])[CH2:21][CH2:22][CH3:23]. Procedure: For example, according to the above-cited British patent, one starts from 10-(2-tetrahydropyranyloxy-)dec-1-ynyl magnesium bromide, which is reacted with butyraldehyde to obtain 14-(-2-tetrahydropyranyloxy-)-tetradec-5-yn-4-ol, which is then dehydrated to 2-(-tetradec-11-en-9-ynyloxy-)-tetrahydropyranyl(cis, trans mixture); the latter, after acetylation and reduction, provides a cis-cis and cis-trans mixture of 9,11-tetradecadienyl-acetate. To obtain the desired cis-trans compound, a difficult a... Yields the product O1C(CCCC1)OCCCCCCCCC#CC(CCC)O (14-(-2-tetrahydropyranyloxy-)-tetradec-5-yn-4-ol). The reactants are O1C(CCCC1)OCCCCCCCCC#C[Mg]Br (10-(2-tetrahydropyranyloxy-)dec-1-ynyl magnesium bromide), C(CCC)=O (butyraldehyde). Reactants: C(C)(=O)OCC.CCCCCC (ethyl acetate hexane), C(C)(=O)O[C@@H]1CC2=C[C@H]([C@H]3[C@@H]4CC[C@H](C(C)C5OCC(CO5)(C)C)[C@]4(CC[C@@H]3[C@]2([C@@H]2[C@H]1O2)C)C)O (20-(5,5-di-methyl-1,3-dioxan-2-yl)-1α,2α-epoxy-7α-hydroxypregn-5-en-3β-yl acetate), N1=CC=CC=C1 (pyridine), CS(=O)(=O)Cl (methanesulfonyl chloride). The reagents and catalysts are CN(C1=CC=NC=C1)C (4-(dimethylamino)pyridine). Solvent: C(Cl)Cl (methylene chloride), C(Cl)Cl (methylene chloride). Conditions: time 12 hour. Yields the product C(C)(=O)O[C@@H]1CC2=CC=C3[C@@H]4CC[C@H](C(C)C5OCC(CO5)(C)C)[C@]4(CC[C@@H]3[C@]2([C@@H]2[C@H]1O2)C)C (20-(5,5-dimethyl-1,3-dioxan-2-yl)-1α,2α-epoxypregna-5,7-dien-3β-yl acetate). The yield is 54.2%. RXN SMILES: [C:1]([O:4][C@H:5]1[C@@H:31]2[O:32][C@@H:30]2[C@@:29]2([CH3:33])[C:7](=[CH:8][C@@H:9](O)[C@@H:10]3[C@@H:28]2[CH2:27][CH2:26][C@@:25]2([CH3:34])[C@H:11]3[CH2:12][CH2:13][C@@H:14]2[CH:15]([CH:17]2[O:22][CH2:21][C:20]([CH3:24])([CH3:23])[CH2:19][O:18]2)[CH3:16])[CH2:6]1)(=[O:3])[CH3:2].N1C=CC=CC=1.CS(Cl)(=O)=O.C(OCC)(=O)C.CCCCCC>CN(C)C1C=CN=CC=1.C(Cl)Cl>[C:1]([O:4][C@H:5]1[C@@H:31]2[O:32][C@@H:30]2[C@@:29]2([CH3:33])[C:7](=[CH:8][CH:9]=[C:10]3[C@@H:28]2[CH2:27][CH2:26][C@@:25]2([CH3:34])[C@H:11]3[CH2:12][CH2:13][C@@H:14]2[CH:15]([CH:17]2[O:18][CH2:19][C:20]([CH3:24])([CH3:23])[CH2:21][O:22]2)[CH3:16])[CH2:6]1)(=[O:3])[CH3:2] |f:3.4|. Procedure details: To a mixture of 49.0 mg (0.1 mmole) of 20-(5,5-di-methyl-1,3-dioxan-2-yl)-1α,2α-epoxy-7α-hydroxypregn-5-en-3β-yl acetate, 0.24 ml (3 mmoles) of pyridine, 0.5 mg (0.004 mmole) of 4-(dimethylamino)pyridine and 10 ml of methylene chloride was added 0.10 ml (1.3 mmoles) of methanesulfonyl chloride dropwise at a temperature of 0° C. and the mixture was stirred at room temperature for 12 hours. The reaction mixture was diluted with 20 ml of methylene chloride, then washed successively with cold 1N-hyd... The reactants are CCOC(=O)c1cnn(-c2cccc(-c3cccc(F)c3OCc3ccc(C4CCN(C(=O)OC(C)(C)C)CC4)cc3)n2)c1C(F)(F)F, CC(=O)O, O. Product: CCOC(=O)c1cnn(-c2cccc(-c3cccc(F)c3OCc3ccc(C4CCNCC4)cc3)n2)c1C(F)(F)F. RXN SMILES: [CH2:1]([CH3:2])[O:3][C:4](=[O:5])[c:6]1[cH:7][n:8][n:9](-[c:15]2[cH:16][cH:17][cH:18][c:19](-[c:21]3[c:22]([O:23][CH2:24][c:25]4[cH:26][cH:27][c:28]([CH:31]5[CH2:32][CH2:33][N:34]([C:37]([O:38][C:39]([CH3:40])([CH3:41])[CH3:42])=[O:43])[CH2:35][CH2:36]5)[cH:29][cH:30]4)[c:44]([F:48])[cH:45][cH:46][cH:47]3)[n:20]2)[c:10]1[C:11]([F:12])([F:13])[F:14].[CH3:49][C:50](=[O:51])[OH:52].[OH2:53]>>[CH2:1]([CH3:2])[O:3][C:4](=[O:5])[c:6]1[cH:7][n:8][n:9](-[c:15]2[cH:16][cH:17][cH:18][c:19](-[c:21]3[c:22]([O:23][CH2:24][c:25]4[cH:26][cH:27][c:28]([CH:31]5[CH2:32][CH2:33][NH:34][CH2:35][CH2:36]5)[cH:29][cH:30]4)[c:44]([F:48])[cH:45][cH:46][cH:47]3)[n:20]2)[c:10]1[C:11]([F:12])([F:13])[F:14].